Dataset: the Open Reaction Database (ORD), a public repository of structured organic reaction records. Task: describe an organic reaction: reactants, conditions, products, and yield The reactants are ClC=1C=C(C=C(C1)Cl)NC(NC1=CC=C(OC(C(=O)O)(C)C)C=C1)=O (2-(4-(3,5-dichlorophenylureido)phenoxy)-2-methyl-propionic acid), ON1C(CCC1=O)=O (N-hydroxysuccinimide), C1(CCCCC1)N=C=NC1CCCCC1 (dicyclohexylcarbodiimide). Run in O1CCCC1 (tetrahydrofuran). Product: C(=O)(NC1CCCCC1)NC1CCCCC1 (Dicyclohexylurea). RXN SMILES: Cl[C:2]1[CH:3]=[C:4]([NH:9][C:10](=[O:25])[NH:11][C:12]2[CH:24]=[CH:23][C:15](OC(C)(C)C(O)=O)=[CH:14][CH:13]=2)[CH:5]=[C:6](Cl)[CH:7]=1.ON1C(=O)CCC1=O.C1(N=C=NC2CCCCC2)CCCCC1>O1CCCC1>[C:10]([NH:9][CH:4]1[CH2:5][CH2:6][CH2:7][CH2:2][CH2:3]1)([NH:11][CH:12]1[CH2:24][CH2:23][CH2:15][CH2:14][CH2:13]1)=[O:25]. Procedure details: A mixture of 383 mg. (1 mmole) of 2-(4-(3,5-dichlorophenylureido)phenoxy)-2-methyl-propionic acid prepared according to Example 4 of U.S. Pat. No. 5,093,367 and 126 mg. (1.1 mmole) of N-hydroxysuccinimide, 26 mg. (1.1 mmole) of dicyclohexylcarbodiimide in 15 ml of tetrahydrofuran was stirred at room temperature for 4 hours, Dicyclohexylurea formed and was filtered off. The solid product was washed with 5 ml of tetrahydrofuran and evaporation under vacuum yielded 450 mg of a powder. mp 106-162° C... The reactants are BrC1=CC2=C(C=CO2)C=C1 (6-Bromo-benzofuran), C(C=C)(=O)OCC (ethyl acrylate), C1(=C(C=CC=C1)P(C1=C(C=CC=C1)C)C1=C(C=CC=C1)C)C (tri-o-tolylphosphine), C(C)(=O)[O-].[Na+] (sodium acetate). Reagents/catalysts: CC(=O)[O-].CC(=O)[O-].[Pd+2] (Pd(OAc)2). Solvent: CN(C)C=O (DMF), O (water). Reaction conditions: temperature 100 celsius. The product is C(C)OC(C(=C)C=1C=CC2=C(OC=C2)C1)=O (3-Benzofuran-6-yl-acrylic acid ethyl ester). As a reaction SMILES: Br[C:2]1[CH:10]=[CH:9][C:5]2[CH:6]=[CH:7][O:8][C:4]=2[CH:3]=1.[C:11]([O:15][CH2:16][CH3:17])(=[O:14])[CH:12]=[CH2:13].C1(C)C=CC=CC=1P(C1C=CC=CC=1C)C1C=CC=CC=1C.C([O-])(=O)C.[Na+]>CN(C=O)C.O.CC([O-])=O.CC([O-])=O.[Pd+2]>[CH2:16]([O:15][C:11](=[O:14])[C:12]([C:2]1[CH:10]=[CH:9][C:5]2[CH:6]=[CH:7][O:8][C:4]=2[CH:3]=1)=[CH2:13])[CH3:17] |f:3.4,7.8.9|. Procedure: A mixture of the 6-bromobenzofuran 15-3 (1.74 g, 8.79 mmol), ethyl acrylate (1.09 g, 10.98 mmol), Pd(OAc)2 (0.099 g, 0.44 mmol), tri-o-tolylphosphine (0.268 g, 0.880 mmol), and sodium acetate (3.60 g, 43.9 mmol) in DMF (10 mL) was heated to 100° C. in a sealed tube for 4 h. The mixture was cooled to room temperature, diluted with water, and extracted with Et20 (2×40 mL). The combined organic extracts were washed with brine (30 mL), dried over MgSO4, filtered, and concentrated. The residue was pu...